This data is from the Open Reaction Database (ORD), a public repository of structured organic reaction records. The task is: describe an organic reaction: reactants, conditions, products, and yield The reactants are C(Cl)Cl.CO (DCM MeOH), C1(=CC=CC=C1)C1N(CCC=2C3=CC=CC=C3NC12)C(\C=C\C1=CC=C(C=C1)C=O)=O ((E)-1-(1-Phenyl-1,3,4,9-tetrahydro-β-carbolin-2-yl)-3-(4-formylphenyl)propene-1-one), [C-]#N.[Na+] (sodium cyanide), C(C)(=O)O (acetic acid). The reagents and catalysts are O=[Mn]=O (MnO2). The solvent is CO (MeOH). Run at time 5 hour. Yields the product O=C(/C=C/C1=CC=C(C(=O)OC)C=C1)N1C(C=2NC3=CC=CC=C3C2CC1)C1=CC=CC=C1 ((E)-4-[3-Oxo-3-(1-phenyl-1,3,4,9-tetrahydro-β-carbolin-2-yl)-propenyl]benzoic acid, methyl ester). Isolated yield 70.1%. RXN SMILES: [C:1]1([CH:7]2[C:19]3[NH:18][C:17]4[C:12](=[CH:13][CH:14]=[CH:15][CH:16]=4)[C:11]=3[CH2:10][CH2:9][N:8]2[C:20](=[O:31])/[CH:21]=[CH:22]/[C:23]2[CH:28]=[CH:27][C:26]([CH:29]=[O:30])=[CH:25][CH:24]=2)[CH:6]=[CH:5][CH:4]=[CH:3][CH:2]=1.[C-]#N.[Na+].[C:35](O)(=[O:37])C.C(Cl)Cl.CO>CO.O=[Mn]=O>[O:31]=[C:20]([N:8]1[CH2:9][CH2:10][C:11]2[C:12]3[C:17](=[CH:16][CH:15]=[CH:14][CH:13]=3)[NH:18][C:19]=2[CH:7]1[C:1]1[CH:2]=[CH:3][CH:4]=[CH:5][CH:6]=1)/[CH:21]=[CH:22]/[C:23]1[CH:28]=[CH:27][C:26]([C:29]([O:37][CH3:35])=[O:30])=[CH:25][CH:24]=1 |f:1.2,4.5|. Procedure details: To a solution of Example 9 (0.2 g, 0.49 mmol) in 20 mL of MeOH was added activated MnO2 (0.59 g, 14 equiv.), sodium cyanide (0.05 g, 2 equiv.) and acetic acid (0.05 g, 1.7 equiv.). The resulting mixture was stirred for 5 hours. Tlc monitoring showed a new compound (SiO2, DCM:MeOH (95:5), Rf=0.82). The mixture was filtered through a short column of celite using 150 mL of a mixture of MeOH:EtOAc:CHCl3 (1:25:25). After evaporation in vacuo the residue was purified via flash chromatography on a 2×20... Starting materials: CN=C=O, CSC(=NO)C(F)(F)F. Product: CNC(=O)ON=C(SC)C(F)(F)F. As a reaction SMILES: [CH3:1][N:2]=[C:3]=[O:4].[F:5][C:6]([C:7]([S:8][CH3:9])=[N:10][OH:11])([F:12])[F:13]>>[CH3:1][NH:2][C:3](=[O:4])[O:11][N:10]=[C:7]([C:6]([F:5])([F:12])[F:13])[S:8][CH3:9]. The reactants are N (ammonia), C(=O)=O (carbon dioxide), S(=O)(=O)([O-])[O-].[Ca+2] (calcium sulfate). Product: C([O-])([O-])=O.[Ca+2] (calcium carbonate), S(=O)(=O)([O-])[O-].[NH4+].[NH4+] (ammonium sulfate). Procedure: The existing technology for preparation of nano calcium carbonate is bubbling carbon dioxide into a calcium hydroxide slurry to obtain nano calcium carbonate, while the present invention is injecting carbon dioxide into a calcium sulfate slurry containing ammonia to obtain nano calcium carbonate with byproduct ammonium sulfate. The principle of the present invention is as follows: due to the calcium hydroxide is more alkaline than ammonia, the reaction formula (1) cannot be carried out; instead,... Reaction SMILES: [C:1](=[O:3])=[O:2].[S:4]([O-:8])([O-:7])(=[O:6])=[O:5].[Ca+2:9].[NH3:10]>>[C:1](=[O:5])([O-:3])[O-:2].[Ca+2:9].[S:4]([O-:8])([O-:7])(=[O:6])=[O:5].[NH4+:10].[NH4+:10] |f:1.2,4.5,6.7.8|. Product: C(C)OC(C(C(=O)OCC)(CCCC(C(F)(F)F)(F)F)CCCCCCCl)=O (6-chlorohexyl-(4,4,5,5,5-pentafluoropentyl)malonic acid diethyl ester). As a reaction SMILES: [CH2:1]([O:3][C:4](=[O:21])[CH:5]([CH2:11][CH2:12][CH2:13][C:14]([F:20])([F:19])[C:15]([F:18])([F:17])[F:16])[C:6]([O:8][CH2:9][CH3:10])=[O:7])[CH3:2].[H-].[Na+].Br[CH2:25][CH2:26][CH2:27][CH2:28][CH2:29][CH2:30][Cl:31].O>O1CCCC1>[CH2:1]([O:3][C:4](=[O:21])[C:5]([CH2:25][CH2:26][CH2:27][CH2:28][CH2:29][CH2:30][Cl:31])([CH2:11][CH2:12][CH2:13][C:14]([F:19])([F:20])[C:15]([F:17])([F:18])[F:16])[C:6]([O:8][CH2:9][CH3:10])=[O:7])[CH3:2] |f:1.2|. Isolated yield 55.5%. Reactants: C(C)OC(C(C(=O)OCC)CCCC(C(F)(F)F)(F)F)=O ((4,4,5,5,5-pentafluoropentyl)malonic acid diethyl ester), [H-].[Na+] (sodium hydride), O (water), BrCCCCCCCl (1-Bromo-6-chlorohexane). Solvent: O1CCCC1 (tetrahydrofuran). Procedure details: To a solution of (4,4,5,5,5-pentafluoropentyl)malonic acid diethyl ester (1 g, 3.12 mmol) in tetrahydrofuran (15 ml) was added sodium hydride (175 mg, 4.37 mmol), which was then stirred for 30 min at rt. 1-Bromo-6-chlorohexane (0.7 ml, 4.68 mmol) was added to this reaction mixture and the reaction mixture was refluxed overnight. When the reaction was completed, water was added to the reaction mixture and extracted with ethyl acetate. Then, the organic layer was washed with water and saturated so... Reaction conditions: time 30 minute. Starting materials: Cl.C(C1=CC=CC=C1)OCCCOC1=C(C=C2C(=NC=NC2=C1)NC1=C(C=C(C=C1)Cl)F)OC (7-(3-benzyloxypropoxy)-4-(4-chloro-2-fluoroanilino)-6-methoxyquinazoline hydrochloride), CN(C)C=O (DMF). The reagents and catalysts are [Pd] (palladium-on-charcoal). The solvent is CO (methanol), ClC(Cl)Cl (trichloromethane). Conditions: time 2 hour. The product is ClC1=CC(=C(NC2=NC=NC3=CC(=C(C=C23)OC)OCCCO)C=C1)F (4-(4-chloro-2-fluoroanilino)-7-(3-hydroxypropoxy)-6-methoxyquinazoline). Yield: 31.8%. As a reaction SMILES: Cl.C([O:9][CH2:10][CH2:11][CH2:12][O:13][C:14]1[CH:23]=[C:22]2[C:17]([C:18]([NH:24][C:25]3[CH:30]=[CH:29][C:28]([Cl:31])=[CH:27][C:26]=3[F:32])=[N:19][CH:20]=[N:21]2)=[CH:16][C:15]=1[O:33][CH3:34])C1C=CC=CC=1.CN(C=O)C>[Pd].CO.ClC(Cl)Cl>[Cl:31][C:28]1[CH:29]=[CH:30][C:25]([NH:24][C:18]2[C:17]3[C:22](=[CH:23][C:14]([O:13][CH2:12][CH2:11][CH2:10][OH:9])=[C:15]([O:33][CH3:34])[CH:16]=3)[N:21]=[CH:20][N:19]=2)=[C:26]([F:32])[CH:27]=1 |f:0.1|. Reported procedure: A mixture of 7-(3-benzyloxypropoxy)-4-(4-chloro-2-fluoroanilino)-6-methoxyquinazoline hydrochloride (180 mg, 0.4 mmol) and 5% palladium-on-charcoal catalyst (50 mg) in methanol (5 m), trichloromethane (5 ml) a nd DMF (1 ml) was stirred under hydrogen at 1 atmosphere pressure for 2 hours. The catalyst was removed by filtration through diatomaceous earth and the solvent removed by evaporation. The residue was partitioned between ethyl acetate and aqueous sodium hydrogen carbonate solution, the org...